This data is from the Open Reaction Database (ORD), a public repository of structured organic reaction records. The task is: describe an organic reaction: reactants, conditions, products, and yield Starting materials: COC1=C(N)C=C(C=C1)C(F)(F)F (2-methoxy-5-(trifluoromethyl)aniline), N(=O)OC(C)(C)C (t-butyl nitrite), II (iodine). Solvent: C(Cl)Cl (CH2Cl2), C(Cl)Cl (CH2Cl2). Reaction conditions: temperature 70 celsius, time 5 minute. Yields the product IC1=C(C=CC(=C1)C(F)(F)F)OC (2-iodo-1-methoxy-4-(trifluoromethyl)benzene). RXN SMILES: [CH3:1][O:2][C:3]1[CH:9]=[CH:8][C:7]([C:10]([F:13])([F:12])[F:11])=[CH:6][C:4]=1N.N(OC(C)(C)C)=O.[I:21]I>C(Cl)Cl>[I:21][C:4]1[CH:6]=[C:7]([C:10]([F:13])([F:12])[F:11])[CH:8]=[CH:9][C:3]=1[O:2][CH3:1]. Reported procedure: To a stirred solution of 2-methoxy-5-(trifluoromethyl)aniline (500 mg, 2.62 mmol) in CH2Cl2 (10 mL) was added t-butyl nitrite (467 μL, 3.93 mmol). The reaction was stirred for 5 min prior to addition of iodine (1.3 g, 5.24 mmol), and then heated at 70° C. for 2 h. The reaction was cooled, diluted with CH2Cl2 (10 mL), washed with sat. Na2S2O3 (10 mL) and brine (10 mL), dried over Na2SO4, filtered and concentrated in vacuo. The crude product was purified by flash silica gel chromatography (hexanes...